Dataset: the Open Reaction Database (ORD), a public repository of structured organic reaction records. Task: describe an organic reaction: reactants, conditions, products, and yield Reactants: FC(C(C(F)F)C(F)F)F (2-difluoromethyl-1,1,3,3-tetrafluoropropane), S(O)(O)(=O)=O (sulfuric acid). The solvent is O (water). The product is FC(C(C(F)F)(C(F)F)O)F (2-difluoromethyl-1,1,3,3-tetrafluoro-2-propanol). RXN SMILES: [F:1][CH:2]([F:10])[CH:3]([CH:7]([F:9])[F:8])[CH:4]([F:6])[F:5].S(=O)(=O)(O)[OH:12]>O>[F:1][CH:2]([F:10])[C:3]([OH:12])([CH:7]([F:9])[F:8])[CH:4]([F:6])[F:5]. Reported procedure: As another example, the 2-difluoromethyl-1,1,3,3-tetrafluoro-2-propanol may be prepared by fluorinating commercially available 1,1,3-trichloro-2-propanone to form 1,1,3-trifluoro-2-propanone which may then be reacted with CF2 carbene to form 2-fluoromethyl-1,1,3,3-tetrafluoro-1-propene. The 2-fluoromethyl-1,1,3,3-tetrafluoro-1-propene may then be hydrogenated to form 2-fluoromethyl-1,1,3,3-tetrafluoropropane. The 2-fluoromethyl-1,1,3,3-tetrafluoropropane may then be dehydrogenated to form 2-difl... Starting materials: ClCC1(NC(OC1)=O)C (4-(chloromethyl)-4-methyloxazolidin-2-one), BrBr (Bromine). Run in [OH-].[Na+] (NaOH). Conditions: time 30 minute. Yields the product BrN1C(OCC1(C)CCl)=O (3-bromo-4-(chloromethyl)-4-methyloxazolidin-2-one). Yield: 56.4%. As a reaction SMILES: [Cl:1][CH2:2][C:3]1([CH3:9])[CH2:7][O:6][C:5](=[O:8])[NH:4]1.[Br:10]Br>[OH-].[Na+]>[Br:10][N:4]1[C:3]([CH2:2][Cl:1])([CH3:9])[CH2:7][O:6][C:5]1=[O:8] |f:2.3|. Procedure: A solution of 4-(chloromethyl)-4-methyloxazolidin-2-one (2.70 g, 18.1 mmol) in 1.0 M NaOH (20 ml) was cooled to 0° C. Bromine (1.0 ml, 20 mmol) was added dropwise, and stirred for 30 min. The precipitate was filtered off to give the title compound (2.32 g, 10.2 mmol, 56%). 1H NMR (CDCl3, 400 MHz) δ 1.44 (s, 3H), 3.49 (d, J=12.0 Hz, 1H), 3.65 (d, J=12.0 Hz, 1H), 4.22 (d, J=8.8 Hz, 1H), 4.57 (d, J=8.4 Hz, 1H). LRMS (ESI/APCI): 228 [M+H]+. Starting materials: Cl.FC1=CC=C(C(C(=O)OCC)=C1F)N (Ethyl 5,6-difluoroanthranilate hydrochloride), C(#N)C(=O)OCC (ethyl cyanoformate). Run in Cl.C(C)(=O)O (hydrogen chloride acetic acid). Run at temperature 80 celsius. Yields the product FC1=C2C(NC(=NC2=CC=C1F)C(=O)OCC)=O (ethyl 5,6-difluoro-4-oxo-3,4-dihydroquinazoline-2-carboxylate). The yield is 81.7%. RXN SMILES: Cl.[F:2][C:3]1[C:13]([F:14])=[C:7]([C:8]([O:10]CC)=O)[C:6]([NH2:15])=[CH:5][CH:4]=1.[C:16]([C:18]([O:20][CH2:21][CH3:22])=[O:19])#[N:17]>Cl.C(O)(=O)C>[F:14][C:13]1[C:3]([F:2])=[CH:4][CH:5]=[C:6]2[C:7]=1[C:8](=[O:10])[NH:17][C:16]([C:18]([O:20][CH2:21][CH3:22])=[O:19])=[N:15]2 |f:0.1,3.4|. Procedure: Ethyl 5,6-difluoroanthranilate hydrochloride (2.50 g, 10.5 mmol) was suspended in 1N hydrogen chloride-acetic acid solution (50 mL), ethyl cyanoformate (1.14 g, 11.6 mmol) was added thereto, and the mixture was stirred under heating at 80° C. for 3 hr. The reaction mixture allowed to cool to room temperature, and concentrated under reduced pressure. The residue was suspended in ethanol, and the insoluble material was collected by filtration to give the title compound as a white powder (2.18 g, 8... The reactants are [N+](=O)([O-])C=1C=C(C(=O)C2=CC=CC=C2)C=CC1Cl (3Nitro-4-chloro-benzophenone), N1CCCC1 (pyrrolidine). Product: [N+](=O)([O-])C=1C=C(C(=O)C2=CC=CC=C2)C=CC1N1CCCC1 (3-nitro-4-pyrrolidino-benzophenone). Isolated yield 95.0%. RXN SMILES: [N+:1]([C:4]1[CH:5]=[C:6]([CH:15]=[CH:16][C:17]=1Cl)[C:7]([C:9]1[CH:14]=[CH:13][CH:12]=[CH:11][CH:10]=1)=[O:8])([O-:3])=[O:2].[NH:19]1[CH2:23][CH2:22][CH2:21][CH2:20]1>>[N+:1]([C:4]1[CH:5]=[C:6]([CH:15]=[CH:16][C:17]=1[N:19]1[CH2:23][CH2:22][CH2:21][CH2:20]1)[C:7]([C:9]1[CH:14]=[CH:13][CH:12]=[CH:11][CH:10]=1)=[O:8])([O-:3])=[O:2]. Procedure details: 3Nitro-4-chloro-benzophenone is reacted with pyrrolidine as described in Examples 7 or 8 obtain 3-nitro-4-pyrrolidino-benzophenone with a yield of 95 %. The crystalline product melts at 89.5° - 90.5° C. Procedure details: A mixture of 4,5α-epoxy-3-methoxy-14β-(3-phenylpropyloxy)morphinan-6-one hydrochloride (1.5 g, 3.57 mmol), potassium carbonate (3.00 g, 21.7 mmol) and cyclopropylmethylbromide (1.0 ml, 6.62 mmol) in water-free N,N-dimethylformamide (10 ml) was stirred for 4 h under exclusion of moisture and under nitrogen at 80° C. (bath temperature). After filtration from the inorganic residue, which was washed three times each time with 10 ml dichloromethane, the filtrate was evaporated down under reduced pres... Solvent: O (water). Conditions: temperature 80 celsius, time 4 hour. As a reaction SMILES: [ClH:1].[O:2]1[C@@H:14]2[C@@:15]34[CH2:17][CH2:18][NH:19][C@@H:9]([C@:10]3([O:21][CH2:22][CH2:23][CH2:24][C:25]3[CH:30]=[CH:29][CH:28]=[CH:27][CH:26]=3)[CH2:11][CH2:12][C:13]2=[O:20])[CH2:8][C:7]2=[C:16]4[C:3]1=[C:4]([O:31][CH3:32])[CH:5]=[CH:6]2.C(=O)([O-])[O-].[K+].[K+].[CH:39]1([CH2:42]Br)[CH2:41][CH2:40]1>O>[ClH:1].[CH:39]1([CH2:42][N:19]2[CH2:18][CH2:17][C@:15]34[C:16]5[C:3]6[O:2][C@H:14]3[C:13](=[O:20])[CH2:12][CH2:11][C@@:10]4([O:21][CH2:22][CH2:23][CH2:24][C:25]3[CH:26]=[CH:27][CH:28]=[CH:29][CH:30]=3)[C@H:9]2[CH2:8][C:7]=5[CH:6]=[CH:5][C:4]=6[O:31][CH3:32])[CH2:41][CH2:40]1 |f:0.1,2.3.4,7.8|. The product is Cl.C1(CC1)CN1[C@H]2[C@@]3(CCC([C@H]4[C@@]3(C=3C(=C(C=CC3C2)OC)O4)CC1)=O)OCCCC1=CC=CC=C1 (17-cyclopropylmethyl-4,5α-epoxy-3-methoxy-14β-(3-phenylpropyloxy)morphinan-6-one hydrochloride). The reactants are Cl.O1C2=C(C=CC=3C[C@@H]4[C@@]5(CCC([C@H]1[C@@]5(C23)CCN4)=O)OCCCC4=CC=CC=C4)OC (4,5α-epoxy-3-methoxy-14β-(3-phenylpropyloxy)morphinan-6-one hydrochloride), C([O-])([O-])=O.[K+].[K+] (potassium carbonate), C1(CC1)CBr (cyclopropylmethylbromide). Reactants: FC1=CC=C(C=C1)N1N=CC2=C1C=C1CCN(C[C@]1(C2)C=O)S(=O)(=O)C=2C=NC(=CC2)N2CCOCC2 ((R)-1-(4-fluorophenyl)-6-[6-morpholin-4-yl-pyridine-3-sulfonyl)-1,4,5,6,7,8-hexahydro-1,2,6-triaza-cyclopenta[b]naphthalene-4a-carbaldehyde), N1C[C@H](CC1)O ((S)-pyrrolidin-3-ol), 4A, C(C)(=O)O[BH-](OC(C)=O)OC(C)=O.[Na+] (Sodium triacetoxyborohydride). The solvent is ClC(C)Cl (dichloroethane), ClCCl (dichloromethane). Run at time 20 hour. Product: FC1=CC=C(C=C1)N1N=CC2=C1C=C1CCN(C[C@]1(C2)CN2C[C@H](CC2)O)S(=O)(=O)C=2C=NC(=CC2)N2CCOCC2 ((S)-1-[(S)-1-(4-Fluorophenyl)-6-[6-morpholin-4-yl-pyridine-3-sulfonyl)-1,4,5,6,7,8-hexahydro-1,2,6-triaza-cyclopenta[b]naphthalene-4a-ylmethyl]-pyrrolidin-3-ol). Yield: 29.7%. As a reaction SMILES: [F:1][C:2]1[CH:7]=[CH:6][C:5]([N:8]2[C:12]3[CH:13]=[C:14]4[C@:19]([CH:21]=O)([CH2:20][C:11]=3[CH:10]=[N:9]2)[CH2:18][N:17]([S:23]([C:26]2[CH:27]=[N:28][C:29]([N:32]3[CH2:37][CH2:36][O:35][CH2:34][CH2:33]3)=[CH:30][CH:31]=2)(=[O:25])=[O:24])[CH2:16][CH2:15]4)=[CH:4][CH:3]=1.[NH:38]1[CH2:42][CH2:41][C@H:40]([OH:43])[CH2:39]1.C(O[BH-](OC(=O)C)OC(=O)C)(=O)C.[Na+]>ClC(Cl)C.ClCCl>[F:1][C:2]1[CH:7]=[CH:6][C:5]([N:8]2[C:12]3[CH:13]=[C:14]4[C@:19]([CH2:21][N:38]5[CH2:42][CH2:41][C@H:40]([OH:43])[CH2:39]5)([CH2:20][C:11]=3[CH:10]=[N:9]2)[CH2:18][N:17]([S:23]([C:26]2[CH:27]=[N:28][C:29]([N:32]3[CH2:37][CH2:36][O:35][CH2:34][CH2:33]3)=[CH:30][CH:31]=2)(=[O:24])=[O:25])[CH2:16][CH2:15]4)=[CH:4][CH:3]=1 |f:2.3|. Procedure details: A solution of (R)-1-(4-fluorophenyl)-6-[6-morpholin-4-yl-pyridine-3-sulfonyl)-1,4,5,6,7,8-hexahydro-1,2,6-triaza-cyclopenta[b]naphthalene-4a-carbaldehyde (0.074 g) in dry dichloroethane (2.8 mL) was treated with (S)-pyrrolidin-3-ol (0.062 g) and 4A powdered molecular sieves (0.14 g) for 4 hours. Sodium triacetoxyborohydride (0.045 g) was added and the reaction mixture stirred for 20 hours. The reaction mixture was diluted with dichloromethane, washed with saturated aqueous sodium hydrogen carbon... Reactants: CC(C)(C)N(C([O-])=O)CC(CC1=CC=CC=C1)NC(=O)C=1SC=C(C1OC)C1=CC=NN1C (1,1-dimethylethyl[2-({[3-(methyloxy)-4-(1-methyl-1H-pyrazol-5-yl)-2-thienyl]carbonyl}amino)-3-phenylpropyl]carbamate). Run in C(=O)(C(F)(F)F)O.C(Cl)Cl (TFA DCM). Reaction conditions: time 30 minute. Product: NCC(CC1=CC=CC=C1)NC(=O)C=1SC=C(C1OC)C1=CC=NN1C (N-[2-amino-1-(phenylmethyl)ethyl]-3-(methyloxy)-4-(1-methyl-1H-pyrazol-5-yl)-2-thiophenecarboxamide). RXN SMILES: CC([N:5]([CH2:9][CH:10]([NH:18][C:19]([C:21]1[S:22][CH:23]=[C:24]([C:28]2[N:32]([CH3:33])[N:31]=[CH:30][CH:29]=2)[C:25]=1[O:26][CH3:27])=[O:20])[CH2:11][C:12]1[CH:17]=[CH:16][CH:15]=[CH:14][CH:13]=1)C(=O)[O-])(C)C>C(O)(C(F)(F)F)=O.C(Cl)Cl>[NH2:5][CH2:9][CH:10]([NH:18][C:19]([C:21]1[S:22][CH:23]=[C:24]([C:28]2[N:32]([CH3:33])[N:31]=[CH:30][CH:29]=2)[C:25]=1[O:26][CH3:27])=[O:20])[CH2:11][C:12]1[CH:13]=[CH:14][CH:15]=[CH:16][CH:17]=1 |f:1.2|. Procedure: A solution of 1,1-dimethylethyl[2-({[3-(methyloxy)-4-(1-methyl-1H-pyrazol-5-yl)-2-thienyl]carbonyl}amino)-3-phenylpropyl]carbamate (crude from part b) in TFA-DCM (3 mL, 1:2) was stirred at 25° C. After 30 min, the solution was concentrated with a toluene azeotrope and the residue neutralized through a silica plug (3% MeOH in DCM (1% NH4OH)) affording the free base of the title compound. Starting materials: F[B-](F)(F)F.C(#N)C1=C(C=CC(=C1)SC#N)[N+]#N (2-Cyano-4-(thiocyanato)benzenediazonium fluoroborate). Run in O (water). Run at temperature 200 celsius. Product: FC1=C(C#N)C=C(C=C1)SC#N (2-fluoro-5-(thiocyanato)benzonitrile). Isolated yield 14.9%. As a reaction SMILES: [F:1][B-](F)(F)F.[C:6]([C:8]1[CH:13]=[C:12]([S:14][C:15]#[N:16])[CH:11]=[CH:10][C:9]=1[N+]#N)#[N:7]>O>[F:1][C:9]1[CH:10]=[CH:11][C:12]([S:14][C:15]#[N:16])=[CH:13][C:8]=1[C:6]#[N:7] |f:0.1|. Procedure: 2-Cyano-4-(thiocyanato)benzenediazonium fluoroborate (2.98 g (10.9 mmol)) was decomposed by first heating with a heat-gun until until the whole mass became black and then by heating to 200° C. in an oil bath for 30 minutes. After cooling, water was added and the resulting mixture was extracted with ethyl acetate. The extract was washed with a saturated aqueous solution of sodium chloride, dried over anhydrous magnesium sulfate and concentrated under reduced pressure. The residue was then distill... Starting materials: C1CCOC1 (THF), C1(=CC=C(C=C1)S(=O)(=O)O)C.S1C=NC(=C1)CC(N)C(=O)O (3-(4-thiazolyl)-DL-alanine p-toluenesulfonate), C1(=CC=CC=C1)C(=[N+]=[N-])C1=CC=CC=C1 (diphenyldiazomethane). Solvent: C(C)O (ethanol). Conditions: time 1 hour. The product is C1(=CC=C(C=C1)S(=O)(=O)O)C.C1(=CC=CC=C1)C(C1=CC=CC=C1)OC(C(N)CC=1N=CSC1)=O (3-(4-thiazolyl)-DL-alanine diphenylmethyl ester p-toluenesulfonate). The yield is 50.1%. As a reaction SMILES: [C:1]1([CH3:11])[CH:6]=[CH:5][C:4]([S:7]([OH:10])(=[O:9])=[O:8])=[CH:3][CH:2]=1.[S:12]1[CH:16]=[C:15]([CH2:17][CH:18]([C:20]([OH:22])=[O:21])[NH2:19])[N:14]=[CH:13]1.C1COCC1.[C:28]1([C:34]([C:37]2[CH:42]=[CH:41][CH:40]=[CH:39][CH:38]=2)=[N+]=[N-])[CH:33]=[CH:32][CH:31]=[CH:30][CH:29]=1>C(O)C>[C:1]1([CH3:11])[CH:2]=[CH:3][C:4]([S:7]([OH:10])(=[O:8])=[O:9])=[CH:5][CH:6]=1.[C:28]1([CH:34]([O:21][C:20](=[O:22])[CH:18]([CH2:17][C:15]2[N:14]=[CH:13][S:12][CH:16]=2)[NH2:19])[C:37]2[CH:38]=[CH:39][CH:40]=[CH:41][CH:42]=2)[CH:33]=[CH:32][CH:31]=[CH:30][CH:29]=1 |f:0.1,5.6|. Procedure details: After 21.84 g (123.6 mmol) of the compound (48) was dissolved in ethanol (200 ml) and THF (100 ml) with heating to the solution was added diphenyldiazomethane (24 g, 123.6 mmol) under ice-cooling over 35 min. little by little. The cooling bath was removed and the mixture was stirred for 1 h at room temperature. To the reaction mixture was added acetic acid (0.1 ml) for quenching the excess reagent, and the mixture was concentrated in vacuo. The residue was crystallized from ether and ethanol to ... The reactants are ClC=1N=C(C2=C(N1)C=CS2)Cl (2,4-dichlorothieno[3,2-d]pyrimidine), propane-1,3-diamne, S1(CCNCC2=C1C=CC=C2)(=O)=O (2,3,4,5-tetrahydro-1,4-benzothiazepine-1,1-dioxide). Product: O=S1(CCN(CC2=C1C=CC=C2)C=2N=C(C1=C(N2)C=CS1)NCCCN)=O (N-[2-(1,1-Dioxido-2,3-dihydro-1,4-benzothiazepin-4(5H)-yl)thieno[3,2-d]pyrimidin-4-yl]propane-1,3-diamine). RXN SMILES: Cl[C:2]1[N:3]=[C:4](Cl)[C:5]2[S:10][CH:9]=[CH:8][C:6]=2[N:7]=1.[S:12]1(=[O:24])(=[O:23])[C:18]2[CH:19]=[CH:20][CH:21]=[CH:22][C:17]=2[CH2:16][NH:15][CH2:14][CH2:13]1>>[O:23]=[S:12]1(=[O:24])[C:18]2[CH:19]=[CH:20][CH:21]=[CH:22][C:17]=2[CH2:16][N:15]([C:2]2[N:3]=[C:4]([NH:3][CH2:4][CH2:5][CH2:6][NH2:7])[C:5]3[S:10][CH:9]=[CH:8][C:6]=3[N:7]=2)[CH2:14][CH2:13]1. Reported procedure: The title compound was prepared in analogy to Example 1-1 in Scheme 1 by using 2,4-dichlorothieno[3,2-d]pyrimidine and propane-1,3-diamne, followed by reaction with 2,3,4,5-tetrahydro-1,4-benzothiazepine-1,1-dioxide. MS obsd. (ESI+) [(M+H)+] 404, 1H NMR (400 MHz, METHANOL-d4) δ ppm 8.04 (d, J=7.3 Hz, 1H), 7.73 (d, J=7.1 Hz, 1H), 7.46-7.57 (m, 2H), 7.34-7.42 (m, 1H), 7.10 (d, J=5.3 Hz, 1H), 5.19 (br. s., 2H), 3.76 (br. s., 2H), 3.44-3.54 (m, 4H), 3.00 (t, J=6.1 Hz, 2H), 1.88 (m, 2H).